This data is from the Open Reaction Database (ORD), a public repository of structured organic reaction records. The task is: describe an organic reaction: reactants, conditions, products, and yield The reactants are [BH4-], CCCCCCCCCCCCCCCCCCOCC(COS(C)(=O)=O)OC, C[O-], CO, [Na+], [Na+], C1CCOC1, OCCCCS. Yields the product CCCCCCCCCCCCCCCCCCOCC(CSCCCCO)OC. RXN SMILES: [BH4-:10].[CH3:12][S:13]([O:14][CH2:17][CH:18]([CH2:19][O:20][CH2:21][CH2:22][CH2:23][CH2:24][CH2:25][CH2:26][CH2:27][CH2:28][CH2:29][CH2:30][CH2:31][CH2:32][CH2:33][CH2:34][CH2:35][CH2:36][CH2:37][CH3:38])[O:39][CH3:40])(=[O:15])=[O:16].[CH3:1][O-:2].[CH3:46][OH:47].[Na+:11].[Na+:3].[O:41]1[CH2:42][CH2:43][CH2:44][CH2:45]1.[SH:4][CH2:5][CH2:6][CH2:7][CH2:8][OH:9]>>[S:4]([CH2:5][CH2:6][CH2:7][CH2:8][OH:9])[CH2:17][CH:18]([CH2:19][O:20][CH2:21][CH2:22][CH2:23][CH2:24][CH2:25][CH2:26][CH2:27][CH2:28][CH2:29][CH2:30][CH2:31][CH2:32][CH2:33][CH2:34][CH2:35][CH2:36][CH2:37][CH3:38])[O:39][CH3:40].